From a dataset of the Open Reaction Database (ORD), a public repository of structured organic reaction records. describe an organic reaction: reactants, conditions, products, and yield Run in CN(C)C=O (DMF), C(C)(=O)OCC (ethyl acetate). Reaction SMILES: [CH2:1]([N:3]1[C:15]2[CH:14]=[CH:13][C:12]([NH2:16])=[CH:11][C:10]=2[C:9]2[C:4]1=[CH:5][CH:6]=[CH:7][CH:8]=2)[CH3:2].[C:17]([C:19]1[CH:20]=[C:21]([NH:25][C:26](=[O:34])[CH2:27][CH:28]([CH3:33])[CH2:29][C:30](O)=[O:31])[CH:22]=[CH:23][CH:24]=1)#[N:18].C1C=CC2N(O)N=NC=2C=1.CCN=C=NCCCN(C)C.C(=O)([O-])O.[Na+]>CN(C=O)C.C(OCC)(=O)C>[C:17]([C:19]1[CH:20]=[C:21]([NH:25][C:26](=[O:34])[CH2:27][CH:28]([CH3:33])[CH2:29][C:30]([NH:16][C:12]2[CH:13]=[CH:14][C:15]3[N:3]([CH2:1][CH3:2])[C:4]4[C:9]([C:10]=3[CH:11]=2)=[CH:8][CH:7]=[CH:6][CH:5]=4)=[O:31])[CH:22]=[CH:23][CH:24]=1)#[N:18] |f:4.5|. Yields the product C(#N)C=1C=C(C=CC1)NC(CC(CC(=O)NC=1C=CC=2N(C3=CC=CC=C3C2C1)CC)C)=O (N-(3-cyanophenyl)-N′-(9-ethyl-9H-carbazol-3-yl)-3-methylpentanediamide). Starting materials: C(C)N1C2=CC=CC=C2C=2C=C(C=CC12)N (9-ethyl-9H-carbazol-3-amine), C(#N)C=1C=C(C=CC1)NC(CC(CC(=O)O)C)=O (5-(3-cyanophenylamino)-3-methyl-5-oxopentanoic acid), C=1C=CC2=C(C1)N=NN2O (HOBt), CCN=C=NCCCN(C)C (WSC), C(O)([O-])=O.[Na+] (sodium hydrogen carbonate). Procedure details: A solution of 9-ethyl-9H-carbazol-3-amine (210 mg, 1.00 mmol), the compound obtained in Step 1 (246 mg, 1 mmol), HOBt (306 mg, 2.00 mmol) and WSC (383 mg, 2.00 mmol) in DMF (5 mL) was stirred at room temperature for 14 hr. The reaction mixture was poured into a mixed solution of aqueous sodium hydrogen carbonate solution and ethyl acetate, and the organic layer was separated. The organic layer was washed with water and saturated brine, and dried, and the solvent was evaporated under reduced pres... Yield: 64.5%. Reactants: [H-].[Na+] (sodium hydride), [Cl-].[NH4+] (ammonium chloride), C(CO)O (ethylene glycol), BrC1=CC=C(CBr)C=C1 (4-bromobenzyl bromide). The solvent is CN(C=O)C (dimethylformamide). Yields the product BrC1=CC=C(C=C1)COCCOCC1=CC=C(C=C1)Br (1,6-bis(4-bromophenyl)-2,5-dioxahexane). Yield: 94.2%. Reaction SMILES: [H-].[Na+].[CH2:3]([OH:6])[CH2:4][OH:5].[Br:7][C:8]1[CH:15]=[CH:14][C:11]([CH2:12]Br)=[CH:10][CH:9]=1.[Cl-].[NH4+]>CN(C)C=O>[Br:7][C:8]1[CH:15]=[CH:14][C:11]([CH2:12][O:5][CH2:4][CH2:3][O:6][CH2:12][C:11]2[CH:14]=[CH:15][C:8]([Br:7])=[CH:9][CH:10]=2)=[CH:10][CH:9]=1 |f:0.1,4.5|. Procedure: To a solution of 603 mg (15.1 mmol) of sodium hydride contained at 60% in mineral oil in dry dimethylformamide (50 ml) was added 259 mg (4.17 mmol) of ethylene glycol in an atmosphere of argon, and the mixture was allowed to react at 40°-50° C. for 30 min. Then, 2.69 g (10.8 mmol) of 4-bromobenzyl bromide was added, and the mixture was reacted at room temperature for 20 hours. To the reaction mixture at 0° C. was added a saturated aqueous solution of ammonium chloride followed by extraction with... Reactants: COC(=O)[C@H]1N(CCC1)C(=O)NC1=CC=C(C2=CC=CC=C12)[N+](=O)[O-] ((2S)-1-[[(4-nitro-1-naphthalenyl)amino]carbonyl]-2-pyrrolidinecarboxylic acid methyl ester), C1CCC2=NCCCN2CC1 (DBU), C1CCC2=NCCCN2CC1 (DBU). Run in C1(=CC=CC=C1)C (toluene). Conditions: temperature 80 celsius. The product is [N+](=O)([O-])C1=CC=C(C2=CC=CC=C12)N1C(N2C(C1=O)CCC2)=O (Tetrahydro-2-(4-nitro-1-naphthalenyl)-1H-pyrrolo[1,2-c]imidazole-1,3(2H)-dione). Isolated yield 19.9%. Reaction SMILES: CO[C:3]([C@@H:5]1[CH2:9][CH2:8][CH2:7][N:6]1[C:10]([NH:12][C:13]1[C:22]2[C:17](=[CH:18][CH:19]=[CH:20][CH:21]=2)[C:16]([N+:23]([O-:25])=[O:24])=[CH:15][CH:14]=1)=[O:11])=[O:4].C1CCN2C(=NCCC2)CC1>C1(C)C=CC=CC=1>[N+:23]([C:16]1[C:17]2[C:22](=[CH:21][CH:20]=[CH:19][CH:18]=2)[C:13]([N:12]2[C:3](=[O:4])[CH:5]3[CH2:9][CH2:8][CH2:7][N:6]3[C:10]2=[O:11])=[CH:14][CH:15]=1)([O-:25])=[O:24]. Reported procedure: A suspension of compound 2A (410 mg, 1.29 mmol) and DBU (0.2 mL, 1.33 mmol) in toluene (10 mL) was heated at 80° C. for 2 hours. HPLC check of the reaction showed little product formed. Additional DBU (0.1 mL) was added and the reaction heated at 90° C. overnight. After cooling to RT, the reaction mixture was filtered. The filtrate was diluted with EtOAc, washed with 1 N aqueous HCl, water, brine, dried over MgSO4 and concentrated under reduced pressure to give a crude product, which was chromat... RXN SMILES: [CH:1]1([C:8](=[O:9])[c:10]2[cH:11][cH:12][cH:13][cH:14][cH:15]2)[CH2:2][CH2:3][CH2:4][CH2:5][CH2:6][CH2:7]1.[Na+:17].[OH-:16].[S:18]([Cl:19])(=[O:20])([Cl:21])=[O:22]>>[C:1]1([C:8](=[O:9])[c:10]2[cH:11][cH:12][cH:13][cH:14][cH:15]2)([Cl:21])[CH2:2][CH2:3][CH2:4][CH2:5][CH2:6][CH2:7]1. The product is O=C(c1ccccc1)C1(Cl)CCCCCC1. Starting materials: O=C(c1ccccc1)C1CCCCCC1, [Na+], [OH-], O=S(=O)(Cl)Cl. Starting materials: CC1=NC=CC=C1O (2-methyl-3-hydroxypyridine), C(C1=CC=CC=C1)OC=1C=C2C(C(COC2=CC1)OC=1C(=NC=CC1)C)=O (6-benzyloxy-3-(2-methyl-3-pyridyloxy)-4-chromanone). Solvent: C(Cl)(Cl)Cl (CHCl3). The product is C(C1=CC=CC=C1)OC=1C=C2C(C(COC2=CC1)OC=1C=NC(=CC1)C)=O (6-Benzyloxy-3-(6-methyl-3-pyridyloxy)-4-chromanone). Reaction SMILES: [CH3:1]C1C(O)=CC=CN=1.[CH2:9]([O:16][C:17]1[CH:18]=[C:19]2[C:24](=[CH:25][CH:26]=1)[O:23][CH2:22][CH:21]([O:27][C:28]1[C:29](C)=[N:30][CH:31]=[CH:32][CH:33]=1)[C:20]2=[O:35])[C:10]1[CH:15]=[CH:14][CH:13]=[CH:12][CH:11]=1>C(Cl)(Cl)Cl>[CH2:9]([O:16][C:17]1[CH:18]=[C:19]2[C:24](=[CH:25][CH:26]=1)[O:23][CH2:22][CH:21]([O:27][C:28]1[CH:29]=[N:30][C:31]([CH3:1])=[CH:32][CH:33]=1)[C:20]2=[O:35])[C:10]1[CH:15]=[CH:14][CH:13]=[CH:12][CH:11]=1. Reported procedure: By the same methods, 2-methyl-3-hydroxypyridine (7.30 g, 0.067 mol) was converted to 1.17 g of 6-benzyloxy-3-(2-methyl-3-pyridyloxy)-4-chromanone [1H-NMR includes delta 2.48 (s, 3H), 4.6 (m, 2H) and 4.93 (dd, 1H); MS includes 361 (M+) and base peak at 91; IR (CHCl3) 1697, 1486 cm-1 ].